Dataset: the Open Reaction Database (ORD), a public repository of structured organic reaction records. Task: describe an organic reaction: reactants, conditions, products, and yield Reactants: CC(NC(=O)OCc1ccccc1)C(=O)N1C(C(=O)O)CC2COCC21, CO. The product is CC(N)C(=O)N1C(C(=O)O)CC2COCC21. RXN SMILES: [CH2:1]([O:2][C:3](=[O:4])[NH:11][CH:12]([CH3:13])[C:14](=[O:15])[N:16]1[CH:17]2[CH:18]([CH2:19][CH:20]1[C:21](=[O:22])[OH:23])[CH2:24][O:25][CH2:26]2)[c:5]1[cH:6][cH:7][cH:8][cH:9][cH:10]1.[CH3:27][OH:28]>>[NH2:11][CH:12]([CH3:13])[C:14](=[O:15])[N:16]1[CH:17]2[CH:18]([CH2:19][CH:20]1[C:21](=[O:22])[OH:23])[CH2:24][O:25][CH2:26]2.